Dataset: the Open Reaction Database (ORD), a public repository of structured organic reaction records. Task: describe an organic reaction: reactants, conditions, products, and yield Reactants: CCOC(=O)Cc1ccc(Br)cc1, C1CCOC1, CC(C)[N-]C(C)C, CI, [Li+]. Reaction SMILES: [Br:9][c:10]1[cH:11][cH:12][c:13]([CH2:16][C:17](=[O:18])[O:19][CH2:20][CH3:21])[cH:14][cH:15]1.[CH2:24]1[O:25][CH2:26][CH2:27][CH2:28]1.[CH3:2][CH:3]([N-:4][CH:5]([CH3:6])[CH3:7])[CH3:8].[I:22][CH3:23].[Li+:1]>>[CH3:2][CH:16]([c:13]1[cH:12][cH:11][c:10]([Br:9])[cH:15][cH:14]1)[C:17](=[O:18])[O:19][CH2:20][CH3:21]. Product: CCOC(=O)C(C)c1ccc(Br)cc1. Reactants: stainless steel, OC1=CC=C(C=C1)C1=CC=C(C=C1)Br (4-hydroxy-4'-bromobiphenyl), [OH-].[Na+] (sodium hydroxide). Reagents/catalysts: [C].[Pd] (palladiumcarbon), [Pd] (palladium). Run in CO (methanol). Reaction conditions: temperature 60 celsius, time 4 hour. Yields the product OC1=CC=C(C=C1)C1=CC=C(C=C1)C1=CC=C(C=C1)C1=CC=C(C=C1)O (4,4'''-dihydroxy-p-quaterphenyl). As a reaction SMILES: [OH:1][C:2]1[CH:7]=[CH:6][C:5]([C:8]2[CH:13]=[CH:12][C:11](Br)=[CH:10][CH:9]=2)=[CH:4][CH:3]=1.[OH-:15].[Na+]>[C].[Pd].[Pd].CO>[OH:1][C:2]1[CH:7]=[CH:6][C:5]([C:8]2[CH:13]=[CH:12][C:11]([C:11]3[CH:12]=[CH:13][C:8]([C:5]4[CH:6]=[CH:7][C:2]([OH:15])=[CH:3][CH:4]=4)=[CH:9][CH:10]=3)=[CH:10][CH:9]=2)=[CH:4][CH:3]=1 |f:1.2,3.4|. Procedure details: Into an 1-liter stainless steel autoclave were added 60.0 g of 4-hydroxy-4'-bromobiphenyl, 100 g of methanol, 300 g of a 10% (by weight) aqueous solution of sodium hydroxide, and 13 g of a palladiumcarbon containing 5% by weight of palladium and a reaction was carried out at 120° C. for 4 hours under 5 atmospheric pressures. The precipitated disodium salt of 4,4'''-dihydroxy-p-quaterphenyl was filtered and dissolved into N,N-dimethyl-formamide. The catalyst was removed by filtration with heating... Procedure: Triethylamine (3.50 ml, 25 mM) was added to compound 037 (4.90 g, 25 mM) dissolved in tetrahydrofuran (50 ml) and pivaloyl chloride (3.05 g, 25 mM) was added dropwise at -5° C., then the mixture was stirred for 30 minutes. Chloroform (50 ml) in solution with 2-chloroethylamine hydrochloride (2.90 g, 25 mM) and triethylamine (3.9 ml, 28 mM) was added dropwise thereto, then the mixture was stirred for 4 hours while slowly reaching room temperature. The reaction mixture was concentrated in vacuo, t... The reactants are C(C)(=O)OOC1=NC(=C(N=C1C)C)C ((3,5,6-trimethylpyrazine-2-yl oxy) acetate), C(C(C)(C)C)(=O)Cl (pivaloyl chloride), Cl.ClCCN (2-chloroethylamine hydrochloride). Isolated yield 87.9%. Reaction SMILES: C(O[O:5][C:6]1[C:11]([CH3:12])=[N:10][C:9]([CH3:13])=[C:8]([CH3:14])[N:7]=1)(=O)C.[C:15](Cl)(=[O:20])[C:16](C)(C)C.Cl.[Cl:23][CH2:24][CH2:25][NH2:26]>O1CCCC1.C(N(CC)CC)C.C(Cl)(Cl)Cl>[Cl:23][CH2:24][CH2:25][NH:26][C:15](=[O:20])[CH2:16][O:5][C:6]1[C:11]([CH3:12])=[N:10][C:9]([CH3:13])=[C:8]([CH3:14])[N:7]=1 |f:2.3|. Solvent: C(C)N(CC)CC (Triethylamine), O1CCCC1 (tetrahydrofuran), C(C)N(CC)CC (triethylamine), C(Cl)(Cl)Cl (Chloroform). Run at time 30 minute. The product is ClCCNC(COC1=NC(=C(N=C1C)C)C)=O (N-(2-chloroethyl)-(3,5,6-trimethylpyrazine-2-yl oxy) acetamide). Reactants: CC(C)C(=O)c1c(O)cc(C(C)C)oc1=O, O=S(=O)(O)O. Product: CC(C)c1cc(O)cc(=O)o1. Reaction SMILES: [OH:1][c:2]1[c:3]([C:12](=[O:13])[CH:14]([CH3:15])[CH3:16])[c:4](=[O:11])[o:5][c:6]([CH:8]([CH3:9])[CH3:10])[cH:7]1.[S:17](=[O:18])(=[O:19])([OH:20])[OH:21]>>[OH:1][c:2]1[cH:3][c:4](=[O:11])[o:5][c:6]([CH:8]([CH3:9])[CH3:10])[cH:7]1. Starting materials: CC(CC1=C(C=CC(=N1)COC1=C(C(=NC=N1)/C=C/C(=O)OCC)C)C1=C(C=CC(=C1)OC)F)(C)C (ethyl (2E)-3-(6-((6-(2,2-dimethylpropyl)-5-(2-fluoro-5-methoxyphenyl)pyridin-2-yl)methoxy)-5-methylpyrimidin-4-yl)acrylate). The reagents and catalysts are [Pd] (palladium-activated carbon). The solvent is C1CCOC1 (THF), C(C)(=O)OCC (ethyl acetate). Reaction conditions: time 2 hour. The product is CC(CC1=C(C=CC(=N1)COC1=C(C(=NC=N1)CCC(=O)OCC)C)C1=C(C=CC(=C1)OC)F)(C)C (ethyl 3-(6-((6-(2,2-dimethylpropyl)-5-(2-fluoro-5-methoxyphenyl)pyridin-2-yl)methoxy)-5-methylpyrimidin-4-yl)propanoate). Yield: 99.6%. Reaction SMILES: [CH3:1][C:2]([CH3:36])([CH3:35])[CH2:3][C:4]1[N:9]=[C:8]([CH2:10][O:11][C:12]2[N:17]=[CH:16][N:15]=[C:14](/[CH:18]=[CH:19]/[C:20]([O:22][CH2:23][CH3:24])=[O:21])[C:13]=2[CH3:25])[CH:7]=[CH:6][C:5]=1[C:26]1[CH:31]=[C:30]([O:32][CH3:33])[CH:29]=[CH:28][C:27]=1[F:34]>C1COCC1.C(OCC)(=O)C.[Pd]>[CH3:35][C:2]([CH3:1])([CH3:36])[CH2:3][C:4]1[N:9]=[C:8]([CH2:10][O:11][C:12]2[N:17]=[CH:16][N:15]=[C:14]([CH2:18][CH2:19][C:20]([O:22][CH2:23][CH3:24])=[O:21])[C:13]=2[CH3:25])[CH:7]=[CH:6][C:5]=1[C:26]1[CH:31]=[C:30]([O:32][CH3:33])[CH:29]=[CH:28][C:27]=1[F:34]. Procedure: To a solution of ethyl (2E)-3-(6-((6-(2,2-dimethylpropyl)-5-(2-fluoro-5-methoxyphenyl)pyridin-2-yl)methoxy)-5-methylpyrimidin-4-yl)acrylate (180 mg) in THF (2.0 ml) and ethyl acetate (2.0 mL) was added 10% palladium-activated carbon (18 mg), and the mixture was stirred for 2 hr under a hydrogen atmosphere. The reaction mixture was filtered, and the filtrate was concentrated under reduced pressure to give the title compound (180 mg) as a pale-yellow solid. This compound was used for the next step... Reactants: ClC1=NC2=CC=CC=C2C=C1 (2-chloroquinoline), [I-].[Na+] (sodium iodide), C(C)(=O)Cl (acetyl chloride). Solvent: CC#N (CH3CN). Reaction conditions: temperature 100 celsius, time 5 hour. Yields the product IC1=NC2=CC=CC=C2C=C1 (2-iodoquinoline). Isolated yield 61.8%. Reaction SMILES: Cl[C:2]1[CH:11]=[CH:10][C:9]2[C:4](=[CH:5][CH:6]=[CH:7][CH:8]=2)[N:3]=1.[I-:12].[Na+].C(Cl)(=O)C>CC#N>[I:12][C:2]1[CH:11]=[CH:10][C:9]2[C:4](=[CH:5][CH:6]=[CH:7][CH:8]=2)[N:3]=1 |f:1.2|. Procedure: 2-Iodoquinoline was prepared according to the procedure of Kimber, et. al. (Tetrahedron 2000, 56, 3575). To a solution of 2-chloroquinoline (10.0 g, 61.5 mmol) in CH3CN (100 mL) was added sodium iodide (14 g, 92.3 mmol) and acetyl chloride (8.8 mL, 123 mmol). The reaction mixture was stirred at 100° C. for 5 hours, then cooled to room temperature and quenched with 10% aqueous K2CO3 (100 mL) and 5% aqueous NaHSO3 (50 mL). The aqueous layer was extracted twice with dichloromethane then the combine... The reactants are BrC=1C=C2C(=NC1)NC=C2 (5-bromo-1H-pyrrolo[2,3-b]pyridine), [Cl-].[NH4+].[OH-].[NH4+] (ammonium chloride ammonium hydroxide), C[O-].[Na+] (sodium methoxide), FSI (FSI), BrC=1C=C2C(=NC1)NC=C2 (5-bromo-1H-pyrrolo[2,3-b]pyridine), C[O-].[Na+] (sodium methoxide). Reagents/catalysts: [Cu]Br (copper-(I) bromide), [Cu]I (copper(I) iodide). The solvent is O (water), CN(C=O)C (N,N-dimethylformamide), C(C)(=O)OCC (ethyl acetate), CO (methanol), CN(C=O)C (N,N-dimethylformamide), CO (methanol). Conditions: temperature 120 celsius, time 8 hour. The product is COC=1C=C2C(=NC1)NC=C2 (5-Methoxy-1H-pyrrolo[2,3-b]pyridine). Reaction SMILES: Br[C:2]1[CH:3]=[C:4]2[CH:10]=[CH:9][NH:8][C:5]2=[N:6][CH:7]=1.[CH3:11][O-:12].[Na+].FSI.[Cl-].[NH4+].[OH-].[NH4+]>CN(C)C=O.CO.C(OCC)(=O)C.[Cu]I.[Cu]Br.O>[CH3:11][O:12][C:2]1[CH:3]=[C:4]2[CH:10]=[CH:9][NH:8][C:5]2=[N:6][CH:7]=1 |f:1.2,4.5.6.7|. Reported procedure: To 5-bromo-7-azaindole (1, 500.0 mg, 2.53 mmol) in N,N-dimethylformamide (8 mL) were added copper(I) iodide (966 mg, 5.08 mmol) and sodium methoxide in methanol (3 M, 5 mL). The reaction was stirred overnight at 120° C. under an atmosphere of Argon. The reaction was poured into water, and extracted with ethyl acetate. The organic layer was dried over anhydrous sodium sulfate, filtered. The filtrate was concentrated and purified with silica gel column chromatograph eluting with 20% ethyl acetate ...